This data is from the Open Reaction Database (ORD), a public repository of structured organic reaction records. The task is: describe an organic reaction: reactants, conditions, products, and yield Reactants: ON=C(C)OCC (ethyl N-hydroxyethaneimidoate), ON=C(C)OCC (ethyl N-hydroxyethaneimidoate), [OH-].[K+] (potassium hydroxide), ClC1=CC=C(C=C1)[N+](=O)[O-] (4-chloronitrobenzene), ClC1=CC=C(C=C1)[N+](=O)[O-] (4-chloronitrobenzene), O (water). The solvent is CN(C=O)C (N,N-dimethylformamide), CN(C=O)C (N,N-dimethylformamide). Reaction conditions: temperature 20 celsius, time 24 hour. Product: [N+](=O)([O-])C1=CC=C(OCC(OCC)=N)C=C1 (Ethyl 4-Nitrophenoxyethaneimidoate). As a reaction SMILES: [OH-:1].[K+].O[N:4]=[C:5]([O:7][CH2:8][CH3:9])[CH3:6].Cl[C:11]1[CH:16]=[CH:15][C:14]([N+:17]([O-:19])=[O:18])=[CH:13][CH:12]=1.O>CN(C)C=O>[N+:17]([C:14]1[CH:15]=[CH:16][C:11]([O:1][CH2:6][C:5](=[NH:4])[O:7][CH2:8][CH3:9])=[CH:12][CH:13]=1)([O-:19])=[O:18] |f:0.1|. Procedure details: To a suspension of 23.8 g (0.42 mol) of potassium hydroxide in 220 ml of N,N-dimethylformamide at 10° C. are added 40.0 g of ethyl N-hydroxyethaneimidoate (0.39 mol) (compound VI: R3═C2H5; R4═CH3). A solution of 55.6 g of 4-chloronitrobenzene (0.35 mol) (compound V: Hal=Cl) (55.6 g) in N,N-dimethylformamide is then added slowly, at 10° C. The mixture is stirred for 24 hours at 20° C. and 1 L of water is then added. The precipitate is filtered off and the solid is washed with water and oven-dried... Reactants: FC1=CC=C(C=C1)C1=NN2C(C=C(C=C2)C=2C=C(C(=O)O)C=CC2)=C1C(NC)=O (3-(2-(4-fluorophenyl)-3-(methylcarbamoyl)pyrazolo[1,5-a]pyridin-5-yl)benzoic acid), CC(C)(C)N (2-methylpropan-2-amine), 10u. Product: C(C)(C)(C)NC(=O)C=1C=C(C=CC1)C1=CC=2N(C=C1)N=C(C2C(=O)NC)C2=CC=C(C=C2)F (5-(3-(tert-butylcarbamoyl)phenyl)-2-(4-fluorophenyl)-N-methylpyrazolo[1,5-a]pyridine-3-carboxamide). Reaction SMILES: [F:1][C:2]1[CH:7]=[CH:6][C:5]([C:8]2[C:25]([C:26](=[O:29])[NH:27][CH3:28])=[C:11]3[CH:12]=[C:13]([C:16]4[CH:17]=[C:18]([CH:22]=[CH:23][CH:24]=4)[C:19]([OH:21])=O)[CH:14]=[CH:15][N:10]3[N:9]=2)=[CH:4][CH:3]=1.[CH3:30][C:31]([NH2:34])([CH3:33])[CH3:32]>>[C:31]([NH:34][C:19]([C:18]1[CH:17]=[C:16]([C:13]2[CH:14]=[CH:15][N:10]3[N:9]=[C:8]([C:5]4[CH:6]=[CH:7][C:2]([F:1])=[CH:3][CH:4]=4)[C:25]([C:26]([NH:27][CH3:28])=[O:29])=[C:11]3[CH:12]=2)[CH:24]=[CH:23][CH:22]=1)=[O:21])([CH3:33])([CH3:32])[CH3:30]. Procedure: 5-(3-(tert-butylcarbamoyl)phenyl)-2-(4-fluorophenyl)-N-methylpyrazolo[1,5-a]pyridine-3-carboxamide was prepared from 3-(2-(4-fluorophenyl)-3-(methylcarbamoyl)pyrazolo[1,5-a]pyridin-5-yl)benzoic acid (0.10 g, 0.20 mmol) and 2-methylpropan-2-amine (0.020 g, 0.30 mmol). 1H NMR (500 MHz, DMSO-D6) δ ppm 8.88 (d, J=7.02 Hz, 1H), 8.19 (s, 1H), 8.09 (d, J=1.22 Hz, 1H), 7.95-8.02 (m, 3H), 7.87-7.93 (m, 3H), 7.58-7.64 (m, 1H), 7.47 (dd, J=7.32, 1.83 Hz, 1H), 7.33 (t, J=9.00 Hz, 2H), 2.82 (d, J=4.58 Hz, 3H... The product is O=C1N(C2CCCCC2)CCC12CC(O)CN2Cc1ccc(-c2ccncc2)cc1. The reactants are O=C1N(C2CCCCC2)CCC12CC(O)CN2Cc1ccc(Br)cc1, Cc1ccccc1, CCO, [Na+], [Na+], O=C([O-])[O-], O, c1ccc(P(c2ccccc2)(c2ccccc2)[Pd](P(c2ccccc2)(c2ccccc2)c2ccccc2)(P(c2ccccc2)(c2ccccc2)c2ccccc2)P(c2ccccc2)(c2ccccc2)c2ccccc2)cc1, OB(O)c1ccncc1. As a reaction SMILES: [Br:7][c:8]1[cH:9][cH:10][c:11]([CH2:12][N:13]2[CH2:14][CH:15]([OH:29])[CH2:16][C:17]23[C:18](=[O:28])[N:19]([CH:22]2[CH2:23][CH2:24][CH2:25][CH2:26][CH2:27]2)[CH2:20][CH2:21]3)[cH:30][cH:31]1.[CH3:41][c:42]1[cH:43][cH:44][cH:45][cH:46][cH:47]1.[CH3:48][CH2:49][OH:50].[Na+:1].[Na+:2].[O-:3][C:4](=[O:5])[O-:6].[OH2:51].[cH:52]1[cH:53][cH:54][c:55]([P:56]([Pd:57]([P:58]([c:59]2[cH:60][cH:61][cH:62][cH:63][cH:64]2)([c:65]2[cH:66][cH:67][cH:68][cH:69][cH:70]2)[c:71]2[cH:72][cH:73][cH:74][cH:75][cH:76]2)([P:77]([c:78]2[cH:79][cH:80][cH:81][cH:82][cH:83]2)([c:84]2[cH:85][cH:86][cH:87][cH:88][cH:89]2)[c:90]2[cH:91][cH:92][cH:93][cH:94][cH:95]2)[P:96]([c:97]2[cH:98][cH:99][cH:100][cH:101][cH:102]2)([c:103]2[cH:104][cH:105][cH:106][cH:107][cH:108]2)[c:109]2[cH:110][cH:111][cH:112][cH:113][cH:114]2)([c:115]2[cH:116][cH:117][cH:118][cH:119][cH:120]2)[c:121]2[cH:122][cH:123][cH:124][cH:125][cH:126]2)[cH:127][cH:128]1.[n:32]1[cH:33][cH:34][c:35]([B:38]([OH:39])[OH:40])[cH:36][cH:37]1>>[c:8]1(-[c:35]2[cH:34][cH:33][n:32][cH:37][cH:36]2)[cH:9][cH:10][c:11]([CH2:12][N:13]2[CH2:14][CH:15]([OH:29])[CH2:16][C:17]23[C:18](=[O:28])[N:19]([CH:22]2[CH2:23][CH2:24][CH2:25][CH2:26][CH2:27]2)[CH2:20][CH2:21]3)[cH:30][cH:31]1. Reactants: N (ammonia), O (water), C(C(C)C)C1CC(=O)OC(C1)=O (3-Isobutylglutaric acid anhydride). Solvent: C(C)(C)(C)OC (methyl tert-butyl ether). Reaction conditions: temperature 15 celsius. The product is C(N)(=O)CC(CC(=O)O)CC(C)C ((±)-3-(carbamoylmethyl)-5-methylhexanoic acid). RXN SMILES: [NH3:1].O.[CH2:3]([CH:7]1[CH2:13][C:12](=[O:14])[O:11][C:9](=[O:10])[CH2:8]1)[CH:4]([CH3:6])[CH3:5]>C(OC)(C)(C)C>[C:9]([CH2:8][CH:7]([CH2:3][CH:4]([CH3:6])[CH3:5])[CH2:13][C:12]([OH:11])=[O:14])(=[O:10])[NH2:1]. Reported procedure: Aqueous ammonia (308 g of 28% ammonium hydroxide, 5.06 mol), water (431 g), and methyl tert-butyl ether (200 g) are combined and cooled to 15° C. 3-Isobutylglutaric acid anhydride is added and the reaction mixture is allowed to warm to 50° to 60° C. The reaction mixture is cooled to 20°-25° C. The solvent is evaporated and the pH of the solution is adjusted to 1.0 with concentrated hydrochloric acid. Water (200 mL) is added and the mixture is filtered. The solid is washed with water (200 mL). Th... The reactants are C1(=CCCCC1)CC#CN(CC1=CC=CC2=CC=CC=C12)C (N-(3cyclohex-1-en-1-yl-propynyl)-N-methyl-N-(1-naphthylmethyl)amine), [H][H] (hydrogen). Reagents/catalysts: N1=CC=CC=C1 (pyridine). Product: C1(=CCCCC1)C\C=C/N(CC1=CC=CC2=CC=CC=C12)C (N-(3-cyclohex-1en-1yl-2-cis-propenyl)-N-methyl-N-(1-naphthylmethyl)amine). RXN SMILES: [C:1]1([CH2:7][C:8]#[C:9][N:10]([CH3:22])[CH2:11][C:12]2[C:21]3[C:16](=[CH:17][CH:18]=[CH:19][CH:20]=3)[CH:15]=[CH:14][CH:13]=2)[CH2:6][CH2:5][CH2:4][CH2:3][CH:2]=1.[H][H]>N1C=CC=CC=1>[C:1]1([CH2:7]/[CH:8]=[CH:9]\[N:10]([CH3:22])[CH2:11][C:12]2[C:21]3[C:16](=[CH:17][CH:18]=[CH:19][CH:20]=3)[CH:15]=[CH:14][CH:13]=2)[CH2:6][CH2:5][CH2:4][CH2:3][CH:2]=1. Procedure details: 5 g of N-(3cyclohex-1-en-1-yl-propynyl)-N-methyl-N-(1-naphthylmethyl)amine are hydrogenated in absolute pyridine using 750 mg Pd/BaSO4 as catalyst at room temperature and normal pressure, until the calculated amount of hydrogen is taken up. The reaction mixture is filtered and the pyridine removed in a vacuum. The residue is chromatographed on silica-gel using benzene/ethylacetate (9:1) to yield the title compound in free base form as an oil after evaoporating the appropriate fractions, Starting materials: CCN(C(C)C)C(C)C, ClCCl, Cc1ccccc1-c1cc(N)ncc1N(C)C(=O)C(C)(C)c1cc(C(F)(F)F)cc(C(F)(F)F)c1, O=S(=O)(Cl)c1ccccc1. Yields the product Cc1ccccc1-c1cc(NS(=O)(=O)c2ccccc2)ncc1N(C)C(=O)C(C)(C)c1cc(C(F)(F)F)cc(C(F)(F)F)c1. RXN SMILES: [CH2:49]([N:50]([CH:51]([CH3:52])[CH3:53])[CH:54]([CH3:55])[CH3:56])[CH3:57].[Cl:46][CH2:47][Cl:48].[NH2:1][c:2]1[cH:3][c:4](-[c:29]2[c:30]([CH3:35])[cH:31][cH:32][cH:33][cH:34]2)[c:5]([N:8]([C:9]([C:10]([CH3:11])([CH3:12])[c:13]2[cH:14][c:15]([C:23]([F:24])([F:25])[F:26])[cH:16][c:17]([C:19]([F:20])([F:21])[F:22])[cH:18]2)=[O:27])[CH3:28])[cH:6][n:7]1.[c:36]1([S:42](=[O:43])(=[O:44])[Cl:45])[cH:37][cH:38][cH:39][cH:40][cH:41]1>>[NH:1]([c:2]1[cH:3][c:4](-[c:29]2[c:30]([CH3:35])[cH:31][cH:32][cH:33][cH:34]2)[c:5]([N:8]([C:9]([C:10]([CH3:11])([CH3:12])[c:13]2[cH:14][c:15]([C:23]([F:24])([F:25])[F:26])[cH:16][c:17]([C:19]([F:20])([F:21])[F:22])[cH:18]2)=[O:27])[CH3:28])[cH:6][n:7]1)[S:42]([c:36]1[cH:37][cH:38][cH:39][cH:40][cH:41]1)(=[O:43])=[O:44]. The reactants are NCCC1=NN=C2N1C1=C(C(=NC2)C2=CC=CC=C2)C=C(C=C1)Cl (1-(2-aminoethyl)-8-chloro-6-phenyl-4H-s-triazolo[4,3-a][1,4]-benzodiazepin), C(CC)=O (propionaldehyde), C(CN)N (ethylenediamine), C(#N)[BH3-].[Na+] (sodium cyanoborohydride). Run in O1CCCC1 (tetrahydrofuran), C(C)(=O)O (acetic acid). The product is C(CC)N(CCC1=NN=C2N1C1=C(C(=NC2)C2=CC=CC=C2)C=C(C=C1)Cl)CCC (1-[2-(dipropylamino)ethyl]-8-chloro-6-phenyl-4H-s-triazolo[4,3-a][1,4]benzodiazepine). Reaction SMILES: [NH2:1][CH2:2][CH2:3][C:4]1[N:8]2[C:9]3[CH:23]=[CH:22][C:21]([Cl:24])=[CH:20][C:10]=3[C:11]([C:14]3[CH:19]=[CH:18][CH:17]=[CH:16][CH:15]=3)=[N:12][CH2:13][C:7]2=[N:6][N:5]=1.[CH:25](=O)[CH2:26][CH3:27].[C:29]([BH3-])#N.[Na+].[CH2:33](N)[CH2:34]N>O1CCCC1.C(O)(=O)C>[CH2:25]([N:1]([CH2:29][CH2:33][CH3:34])[CH2:2][CH2:3][C:4]1[N:8]2[C:9]3[CH:23]=[CH:22][C:21]([Cl:24])=[CH:20][C:10]=3[C:11]([C:14]3[CH:19]=[CH:18][CH:17]=[CH:16][CH:15]=3)=[N:12][CH2:13][C:7]2=[N:6][N:5]=1)[CH2:26][CH3:27] |f:2.3|. Reported procedure: In the manner give in Example 22, a mixture of 1-(2-aminoethyl)-8-chloro-6-phenyl-4H-s-triazolo[4,3-a][1,4]-benzodiazepin, propionaldehyde and acetic acid in tetrahydrofuran is treated with sodium cyanoborohydride and the resulting boran complex is warmed with aqueous ethylenediamine to give 1-[2-(dipropylamino)ethyl]-8-chloro-6-phenyl-4H-s-triazolo[4,3-a][1,4]benzodiazepine. Starting materials: CO, CCCCCCC(=O)NCCc1ccc([N+](=O)[O-])cc1. Product: CCCCCCC(=O)NCCc1ccc(N)cc1. As a reaction SMILES: [CH3:21][OH:22].[N+:1]([O-:2])(=[O:3])[c:4]1[cH:5][cH:6][c:7]([CH2:10][CH2:11][NH:12][C:13]([CH2:14][CH2:15][CH2:16][CH2:17][CH2:18][CH3:19])=[O:20])[cH:8][cH:9]1>>[NH2:1][c:4]1[cH:5][cH:6][c:7]([CH2:10][CH2:11][NH:12][C:13]([CH2:14][CH2:15][CH2:16][CH2:17][CH2:18][CH3:19])=[O:20])[cH:8][cH:9]1. Starting materials: CSC1=NC2=C(C(=C(C=C2C(=N1)N)Cl)OC)OC (2-methylmercapto-4-amino-6-chloro-7,8-dimethoxyquinazoline), C(CCCCC)C1CNCC1 (3-n-hexylpyrrolidine). Solvent: C(CC(C)C)O (isoamyl alcohol). Yields the product C(CCCCC)C1CN(CC1)C1=NC2=C(C(=C(C=C2C(=N1)N)Cl)OC)OC (2-(3-n-Hexylpyrrolidin-1-yl)-4-amino-6-chloro-7,8-dimethoxyquinazoline). RXN SMILES: CS[C:3]1[N:12]=[C:11]([NH2:13])[C:10]2[C:5](=[C:6]([O:17][CH3:18])[C:7]([O:15][CH3:16])=[C:8]([Cl:14])[CH:9]=2)[N:4]=1.[CH2:19]([CH:25]1[CH2:29][CH2:28][NH:27][CH2:26]1)[CH2:20][CH2:21][CH2:22][CH2:23][CH3:24]>C(O)CC(C)C>[CH2:19]([CH:25]1[CH2:29][CH2:28][N:27]([C:3]2[N:12]=[C:11]([NH2:13])[C:10]3[C:5](=[C:6]([O:17][CH3:18])[C:7]([O:15][CH3:16])=[C:8]([Cl:14])[CH:9]=3)[N:4]=2)[CH2:26]1)[CH2:20][CH2:21][CH2:22][CH2:23][CH3:24]. Procedure: A mixture of 0.1 mole of 2-methylmercapto-4-amino-6-chloro-7,8-dimethoxyquinazoline and 0.12 mole of 3-n-hexylpyrrolidine in isoamyl alcohol is heated at reflux for 16 hours, cooled, washed with water and the organic phase is concentrated in vacuo. Hexane is slowly added to the residue and the solid title compound is collected and purified, if desired by silica gel column chromatography.